Dataset: the Open Reaction Database (ORD), a public repository of structured organic reaction records. Task: describe an organic reaction: reactants, conditions, products, and yield Reactants: crude product, C(Cl)(Cl)(Cl)Cl (carbon tetrachloride), C(C1=CC=CC=C1)(=O)OC1=CC=C(C=C1)O (4-hydroxyphenyl benzoate), ClOC(C)(C)C (t-butyl hypochlorite), C(Cl)(Cl)(Cl)Cl (carbon tetrachloride), O (water). Run at time 24 hour. Product: C(C1=CC=CC=C1)(=O)OC1=CC(=C(C(=C1)Cl)O)Cl (3,5-dichloro-4-hydroxyphenyl benzoate). Yield: 91.0%. Reaction SMILES: [C:1]([O:9][C:10]1[CH:15]=[CH:14][C:13]([OH:16])=C[CH:11]=1)(=[O:8])[C:2]1[CH:7]=[CH:6][CH:5]=[CH:4][CH:3]=1.[Cl:17]OC(C)(C)C.O.[C:24]([Cl:28])(Cl)(Cl)Cl>>[C:1]([O:9][C:10]1[CH:15]=[C:14]([Cl:17])[C:13]([OH:16])=[C:24]([Cl:28])[CH:11]=1)(=[O:8])[C:2]1[CH:7]=[CH:6][CH:5]=[CH:4][CH:3]=1. Reported procedure: A reaction vessel was charged with 24.5 g of 4-hydroxyphenyl benzoate and 500 ml of carbon tetrachloride, to which a solution of 24.8 g of t-butyl hypochlorite dissolved in 20 ml of carbon tetrachloride was slowly added dropwise, while stirring under ice cooling. After 24 hours, the reaction mixture was poured into water, followed by phase separation. The organic layer (i.e., carbon tetrachloride layer) was washed with water, dried with anhydrous magnesium sulfate, and concentrated to obtain a c... RXN SMILES: F[C:2]1[CH:3]=[CH:4][C:5]([N+:21]([O-:23])=[O:22])=[C:6]([CH:20]=1)[O:7][C:8]1[CH:19]=[CH:18][CH:17]=[CH:16][C:9]=1[O:10][CH2:11][C:12]([O:14][CH3:15])=[O:13].[CH3:24][N:25]1[C:29]([C:30]([F:33])([F:32])[F:31])=[CH:28][C:27]([OH:34])=[N:26]1.C(=O)([O-])[O-].[K+].[K+].O>CN(C)C=O.C(OCC)(=O)C>[CH3:24][N:25]1[C:29]([C:30]([F:31])([F:32])[F:33])=[CH:28][C:27]([O:34][C:2]2[CH:3]=[CH:4][C:5]([N+:21]([O-:23])=[O:22])=[C:6]([CH:20]=2)[O:7][C:8]2[CH:19]=[CH:18][CH:17]=[CH:16][C:9]=2[O:10][CH2:11][C:12]([O:14][CH3:15])=[O:13])=[N:26]1 |f:2.3.4|. The solvent is hexanes, C(C)(=O)OCC (ethyl acetate), CN(C=O)C (N,N-dimethylformamide). The yield is 31.5%. Procedure details: A mixture of methyl [o-(5-fluoro-2-nitrophenoxy)phenoxy]acetate (1.1 g, 3.4 mmol), 1-methyl-5-(trifluoromethyl)pyrazol-3-ol (0.63 g, 3.8 mmol) and potassium carbonate (0.53 g, 3.8 mmol) in N,N-dimethylformamide is stirred at 100° C. for 18 hours, cooled to room temperature, poured into water and extracted with ethyl acetate. The organic extract is washed with brine, dried over anhydrous sodium sulfate and concentrated in vacuo to obtain an orange oil. Column chromatography of the oil using silic... Reactants: O (water), FC=1C=CC(=C(OC2=C(OCC(=O)OC)C=CC=C2)C1)[N+](=O)[O-] (methyl [o-(5-fluoro-2-nitrophenoxy)phenoxy]acetate), CN1N=C(C=C1C(F)(F)F)O (1-methyl-5-(trifluoromethyl)pyrazol-3-ol), C([O-])([O-])=O.[K+].[K+] (potassium carbonate). Run at temperature 100 celsius, time 18 hour. The product is CN1N=C(C=C1C(F)(F)F)OC=1C=CC(=C(OC2=C(OCC(=O)OC)C=CC=C2)C1)[N+](=O)[O-] (Methyl {o-{5-{[1-methyl-5-(trifluoromethyl)pyrazol-3-yl]oxy}-2-nitrophenoxy}phenoxy}acetate). The reactants are C(C1=CC=CC=C1)OC1(CC=2C(=C(C=NC2CC1)C(=O)OCC)Cl)C (ethyl 6-benzyloxy-4-chloro-6-methyl-5,6,7,8-tetrahydroquinoline-3-carboxylate), ClC1=CC=C(C=C1)NN (p-chlorophenylhydrazine). Run in C(CCC)O (n-butanol). The product is C(C1=CC=CC=C1)OC1(CC=2C=3C(=CNC2CC1)C(N(N3)C3=CC=C(C=C3)Cl)=O)C (8-benzyloxy-2-p-chlorophenyl-8-methyl-2,3,6,7,8,9-hexahydropyrazolo[4,3-c]quinolin-3(5H)-one). Reported procedure: A solution of ethyl 6-benzyloxy-4-chloro-6-methyl-5,6,7,8-tetrahydroquinoline-3-carboxylate (5.0 g) and p-chlorophenylhydrazine (2.0 g) in 75 mL of n-butanol is stirred at room temperature for 4 hours, then refluxed overnight. The reaction mixture is evaporated and the residue is treated with Et2O and 2N NaOH. The alkaline layer is separated, the pH is adjusted at 8 with dilute HCl, and the resulting precipitate is collected. This material is washed with EtH/Et2O and air-dried to obtain 8-benzyl... Reaction SMILES: [CH2:1]([O:8][C:9]1([CH3:25])[CH2:18][CH2:17][C:16]2[N:15]=[CH:14][C:13]([C:19]([O:21]CC)=O)=[C:12](Cl)[C:11]=2[CH2:10]1)[C:2]1[CH:7]=[CH:6][CH:5]=[CH:4][CH:3]=1.[Cl:26][C:27]1[CH:32]=[CH:31][C:30]([NH:33][NH2:34])=[CH:29][CH:28]=1>C(O)CCC>[CH2:1]([O:8][C:9]1([CH3:25])[CH2:10][CH2:11][C:16]2[NH:15][CH:14]=[C:13]3[C:19](=[O:21])[N:33]([C:30]4[CH:31]=[CH:32][C:27]([Cl:26])=[CH:28][CH:29]=4)[N:34]=[C:12]3[C:17]=2[CH2:18]1)[C:2]1[CH:3]=[CH:4][CH:5]=[CH:6][CH:7]=1. The reactants are COCC=1CS[C@H]2N(C1C(=O)OC(C1=CC=CC=C1)C1=CC=CC=C1)C([C@H]2NC(CC=2SC=CC2)=O)=O (Diphenylmethyl 3-methoxymethyl-7β-(2'-thienylacetamido)-ceph-3-em-4-carboxylate). The solvent is FC(C(=O)O)(F)F (trifluoroacetic acid), C1(=CC=CC=C1)OC (anisole). The product is COCC=1CS[C@H]2N(C1C(=O)O)C([C@H]2NC(CC=2SC=CC2)=O)=O (3-Methoxymethyl-7β-(2'-thienylacetamido)ceph-3-em-4-carboxylic acid). Reaction SMILES: [CH3:1][O:2][CH2:3][C:4]1[CH2:5][S:6][C@@H:7]2[C@H:27]([NH:28][C:29](=[O:36])[CH2:30][C:31]3[S:32][CH:33]=[CH:34][CH:35]=3)[C:26](=[O:37])[N:8]2[C:9]=1[C:10]([O:12]C(C1C=CC=CC=1)C1C=CC=CC=1)=[O:11]>FC(F)(F)C(O)=O.C1(OC)C=CC=CC=1>[CH3:1][O:2][CH2:3][C:4]1[CH2:5][S:6][C@@H:7]2[C@H:27]([NH:28][C:29](=[O:36])[CH2:30][C:31]3[S:32][CH:33]=[CH:34][CH:35]=3)[C:26](=[O:37])[N:8]2[C:9]=1[C:10]([OH:12])=[O:11]. Procedure details: Diphenylmethyl 3-methoxymethyl-7β-(2'-thienylacetamido)-ceph-3-em-4-carboxylate (2 g.,) was dissolved in a mixture of trifluoroacetic acid (8 ml) and anisole (2 ml) and after 5 minutes the reagents removed under reduced pressure. The resulting gum was dissolved in ethyl acetate and poured into 60°-80° petroleum and the product recovered by filtration. This material crystallised from ethyl acetate as colourless prisms, m.p. 153°-157° (decomp.), [α]D25 + 81.6°(c 1, tetrahydrofuran), λmax (ethanol)... Starting materials: BrCCCCOC1=CC2=C(C(=NS2)C2=CC=C(C=C2)Br)C=C1 (6-(4-Bromo-butoxy)-3-(4-bromo-phenyl)-benzo[d]isothiazole), N1CCC1 (azetidine). Yields the product N1(CCC1)CCCCOC1=CC2=C(C(=NS2)C2=CC=C(C=C2)Br)C=C1 (6-(4-Azetidin-1-yl-butoxy)-3-(4-bromo-phenyl)-benzo[d]isothiazole). RXN SMILES: Br[CH2:2][CH2:3][CH2:4][CH2:5][O:6][C:7]1[CH:22]=[CH:21][C:10]2[C:11]([C:14]3[CH:19]=[CH:18][C:17]([Br:20])=[CH:16][CH:15]=3)=[N:12][S:13][C:9]=2[CH:8]=1.[NH:23]1[CH2:26][CH2:25][CH2:24]1>>[N:23]1([CH2:2][CH2:3][CH2:4][CH2:5][O:6][C:7]2[CH:22]=[CH:21][C:10]3[C:11]([C:14]4[CH:19]=[CH:18][C:17]([Br:20])=[CH:16][CH:15]=4)=[N:12][S:13][C:9]=3[CH:8]=2)[CH2:26][CH2:25][CH2:24]1. Reported procedure: According to the method in example 4, 6-(4-Bromo-butoxy)-3-(4-bromo-phenyl)-benzo[d]isothiazole and azetidine were converted to yield 6-(4-Azetidin-1-yl-butoxy)-3-(4-bromo-phenyl)-benzo[d]isothiazole, MS: 418 (MH+, 1Br). Starting materials: COC1=CC=C(COC2=NC=CC=C2N2CCC(CC2)=O)C=C1 (2′-(4-methoxybenzyloxy)-2,3,5,6-tetrahydro[1,3′]bipyridinyl-4-one), COC(N(C)C)OC (N,N-dimethylformamide-dimethylacetal). The product is CN(C)C=C1CN(CCC1=O)C=1C(=NC=CC1)OCC1=CC=C(C=C1)OC (3-Dimethylaminomethylene-2′-(4-methoxybenzyloxy)-2,3,5,6-tetrahydro[1,3′]bipyridinyl-4-one), oil. Isolated yield 56.0%. RXN SMILES: [CH3:1][O:2][C:3]1[CH:23]=[CH:22][C:6]([CH2:7][O:8][C:9]2[C:14]([N:15]3[CH2:20][CH2:19][C:18](=[O:21])[CH2:17][CH2:16]3)=[CH:13][CH:12]=[CH:11][N:10]=2)=[CH:5][CH:4]=1.CO[CH:26](OC)[N:27]([CH3:29])[CH3:28]>>[CH3:26][N:27]([CH:29]=[C:17]1[C:18](=[O:21])[CH2:19][CH2:20][N:15]([C:14]2[C:9]([O:8][CH2:7][C:6]3[CH:5]=[CH:4][C:3]([O:2][CH3:1])=[CH:23][CH:22]=3)=[N:10][CH:11]=[CH:12][CH:13]=2)[CH2:16]1)[CH3:28]. Procedure: A solution of 2′-(4-methoxybenzyloxy)-2,3,5,6-tetrahydro[1,3′]bipyridinyl-4-one (962 mg, 3.08 mmol) in N,N-dimethylformamide-dimethylacetal (7.0 ml, 52.28 mmol) was heated at 75° C. for 21 hours. The solvent was removed in vacuo and the residue was eluted through a flash column (silica gel 60, 230-400 mesh, 8% methanol in EtOAc) to give the title compound as an orange, viscous oil (628 mg, 56%). The reactants are C(=O)C1C(C1)C1=CN(C2=CC=C(C=C12)C#N)S(=O)(=O)C1=CC=C(C=C1)C (3-(2-formyl-cyclopropyl)-1-(toluene-4-sulfonyl)-1H-indole-5-carbonitrile), C(CCC)[Li] (Butyl lithium). Reagents/catalysts: [Br-].C[P+](C1=CC=CC=C1)(C1=CC=CC=C1)C1=CC=CC=C1 (methyltriphenylphosphonium bromide). The solvent is C1CCOC1 (THF), C1CCOC1 (THF). Reaction conditions: time 30 minute. Yields the product C1(=CC=C(C=C1)S(=O)(=O)N1C=C(C2=CC(=CC=C12)C#N)C1C(C1)C=C)C (1-(toluene-4-sulfonyl)-3-(2-vinyl-cyclopropyl)-1H-indole-5-carbonitrile). Yield: 69.0%. RXN SMILES: [CH2:1]([Li])CCC.[CH:6]([CH:8]1[CH2:10][CH:9]1[C:11]1[C:19]2[C:14](=[CH:15][CH:16]=[C:17]([C:20]#[N:21])[CH:18]=2)[N:13]([S:22]([C:25]2[CH:30]=[CH:29][C:28]([CH3:31])=[CH:27][CH:26]=2)(=[O:24])=[O:23])[CH:12]=1)=O>[Br-].C[P+](C1C=CC=CC=1)(C1C=CC=CC=1)C1C=CC=CC=1.C1COCC1>[C:28]1([CH3:31])[CH:27]=[CH:26][C:25]([S:22]([N:13]2[C:14]3[C:19](=[CH:18][C:17]([C:20]#[N:21])=[CH:16][CH:15]=3)[C:11]([CH:9]3[CH2:10][CH:8]3[CH:6]=[CH2:1])=[CH:12]2)(=[O:23])=[O:24])=[CH:30][CH:29]=1 |f:2.3|. Procedure: Butyl lithium (1.4 ml of 2.4M in hexane, 3.36 mmol) was added drop wise over a five min period under a nitrogen atmosphere to a stirred solution of methyltriphenylphosphonium bromide (1.186 g, 3.32 mmol) in dry THF (25 ml). The solution was stirred for 30 min at ambient temperature and then added dropwise to a solution of 3-(2-formyl-cyclopropyl)-1-(toluene-4-sulfonyl)-1H-indole-5-carbonitrile (1.10 g, 3.018 mmol) in 25 ml THF. The mixture was stirred for 24 hr, and then quenched with saturated ... Reaction SMILES: [CH3:44][C:45](=[O:46])[OH:47].[CH:1]1([C:7]([CH2:8][P:9](=[O:10])([O:11][CH3:12])[O:13][CH3:14])=[O:15])[CH2:2][CH2:3][CH2:4][CH2:5][CH2:6]1.[CH:20](=[O:21])[CH:22]1[CH:23]([CH2:31][CH2:32][CH2:33][CH2:34][CH2:35][CH2:36][CH2:37][OH:38])[C:24]2([O:25][CH2:26][CH2:27][O:28]2)[CH2:29][CH2:30]1.[H-:16].[H:18][H:19].[Na+:17].[O:39]1[CH2:40][CH2:41][CH2:42][CH2:43]1>>[CH:1]1([C:7]([CH:8]=[CH:20][CH:22]2[CH:23]([CH2:31][CH2:32][CH2:33][CH2:34][CH2:35][CH2:36][CH2:37][OH:38])[C:24]3([O:25][CH2:26][CH2:27][O:28]3)[CH2:29][CH2:30]2)=[O:15])[CH2:2][CH2:3][CH2:4][CH2:5][CH2:6]1. The product is O=C(C=CC1CCC2(OCCO2)C1CCCCCCCO)C1CCCCC1. Starting materials: CC(=O)O, COP(=O)(CC(=O)C1CCCCC1)OC, O=CC1CCC2(OCCO2)C1CCCCCCCO, [H-], [H][H], [Na+], C1CCOC1. RXN SMILES: [CH2:1]([NH:4][C:5]1[CH:10]=[CH:9][C:8]([N+:11]([O-])=O)=[CH:7][C:6]=1[C:14]1[O:15][C:16]2[CH:22]=[CH:21][C:20]([C:23]3[O:24][C:25]4[CH:31]=[CH:30][CH:29]=[CH:28][C:26]=4[CH:27]=3)=[CH:19][C:17]=2[N:18]=1)[CH2:2][CH3:3]>[Zn]>[CH2:1]([NH:4][C:5]1[CH:10]=[CH:9][C:8]([NH2:11])=[CH:7][C:6]=1[C:14]1[O:15][C:16]2[CH:22]=[CH:21][C:20]([C:23]3[O:24][C:25]4[CH:31]=[CH:30][CH:29]=[CH:28][C:26]=4[CH:27]=3)=[CH:19][C:17]=2[N:18]=1)[CH2:2][CH3:3]. The reagents and catalysts are [Zn] (zinc). The product is C(CC)NC1=C(C=C(C=C1)N)C=1OC2=C(N1)C=C(C=C2)C=2OC1=C(C2)C=CC=C1 (2-(2-Propylamino-5-aminophenyl)-5-(2-benzofuranyl)benzoxazole). Reactants: C(CC)NC1=C(C=C(C=C1)[N+](=O)[O-])C=1OC2=C(N1)C=C(C=C2)C=2OC1=C(C2)C=CC=C1 (2-(2-propylamino-5-nitrophenyl)-5-(2-benzofuranyl)benzoxazole). Reported procedure: Prepared by the method of Example 47b), from 2-(2-propylamino-5-nitrophenyl)-5-(2-benzofuranyl)benzoxazole (190 mg, 0.46 mmol) and zinc (300 mg, 4.6 mmol) the subtitle compound was obtained (150 mg, 85%). The product was used directly in the next step without purification.